This data is from the Open Reaction Database (ORD), a public repository of structured organic reaction records. The task is: describe an organic reaction: reactants, conditions, products, and yield Starting materials: COC(=O)OC, CC(=O)C=CC1=C(C)CCCC1(C)C, [H-], [Na+]. Product: COC(=O)CC(=O)C=CC1=C(C)CCCC1(C)C. RXN SMILES: [CH3:15][O:16][C:17](=[O:18])[O:19][CH3:20].[CH3:1][C:2]1=[C:3]([CH:10]=[CH:11][C:12]([CH3:13])=[O:14])[C:4]([CH3:8])([CH3:9])[CH2:5][CH2:6][CH2:7]1.[H-:21].[Na+:22]>>[CH3:1][C:2]1=[C:3]([CH:10]=[CH:11][C:12]([CH2:13][C:17]([O:16][CH3:15])=[O:18])=[O:14])[C:4]([CH3:8])([CH3:9])[CH2:5][CH2:6][CH2:7]1. Reactants: COC=1C=C(C=CC1)CCC1=C(C=CC=C1)O (2-[2-(3-methoxyphenyl) ethyl]phenol), C(C)(C)(C)OC(=O)N1CCC(CC1)CCOS(=O)(=O)C1=CC=C(C=C1)C (1-t-butoxycarbonyl-4-[2-(p-toluenesulfonyloxy)ethyl]piperidine), CC(C)([O-])C.[K+] (potassium t-butoxide). The solvent is CC(=O)N(C)C (dimethylacetamide). Yields the product C(C)(C)(C)OC(=O)N1CCC(CC1)CCOC1=C(C=CC=C1)CCC1=CC(=CC=C1)OC (1-t-Butoxycarbonyl-4-(2-{2-[2-(3-methoxyphenyl)ethyl]phenoxy}ethyl)piperidine). Isolated yield 87.2%. RXN SMILES: [CH3:1][O:2][C:3]1[CH:4]=[C:5]([CH2:9][CH2:10][C:11]2[CH:16]=[CH:15][CH:14]=[CH:13][C:12]=2[OH:17])[CH:6]=[CH:7][CH:8]=1.[C:18]([O:22][C:23]([N:25]1[CH2:30][CH2:29][CH:28]([CH2:31][CH2:32]OS(C2C=CC(C)=CC=2)(=O)=O)[CH2:27][CH2:26]1)=[O:24])([CH3:21])([CH3:20])[CH3:19].CC(C)([O-])C.[K+]>CC(N(C)C)=O>[C:18]([O:22][C:23]([N:25]1[CH2:30][CH2:29][CH:28]([CH2:31][CH2:32][O:17][C:12]2[CH:13]=[CH:14][CH:15]=[CH:16][C:11]=2[CH2:10][CH2:9][C:5]2[CH:6]=[CH:7][CH:8]=[C:3]([O:2][CH3:1])[CH:4]=2)[CH2:27][CH2:26]1)=[O:24])([CH3:21])([CH3:20])[CH3:19] |f:2.3|. Procedure details: Following a procedure similar to that described in Example 40(a), 1.20 g of 2-[2-(3-methoxyphenyl) ethyl]phenol (prepared as described in Preparation 20), 2.00 g of 1-t-butoxycarbonyl-4-[2-(p-toluenesulfonyloxy)ethyl]piperidine and 0.590 g of potassium t-butoxide were reacted in 20 ml of dimethylacetamide. The mixture was then worked up as described in Example 40(a), and the crude product thus obtained was purified by column chromatography through silica gel, using a 4:1 by volume mixture of hex... Starting materials: N\C(=C/C(=O)OC)\C (methyl 3-aminocrotonate), N1=CC=CC=C1 (pyridine), BrCC(=O)Br (bromoacetyl bromide). The solvent is C(Cl)Cl (CH2Cl2), C(Cl)Cl (CH2Cl2). Run at temperature -20 celsius, time 20 minute. The product is BrCC(=O)N\C(=C/C(=O)OC)\C (methyl 3-(2-bromoacetamido)crotonate). Isolated yield 15.1%. As a reaction SMILES: [NH2:1]/[C:2](/[CH3:8])=[CH:3]\[C:4]([O:6][CH3:7])=[O:5].N1C=CC=CC=1.[Br:15][CH2:16][C:17](Br)=[O:18]>C(Cl)Cl>[Br:15][CH2:16][C:17]([NH:1]/[C:2](/[CH3:8])=[CH:3]\[C:4]([O:6][CH3:7])=[O:5])=[O:18]. Procedure details: A mixture of methyl 3-aminocrotonate (3.20 g, 27.79 mmol) and pyridine (2.64 g, 33.33 mmol) in CH2Cl2 (60 mL) was stirred at −20° C. for 20 min. To the mixture was added a solution of bromoacetyl bromide (5.61 g, 27.79 mmol) in CH2Cl2 (20 mL) dropwise. The mixture was stirred at rt for 2 h. The organic phase was washed with brine (100 mL×3), dried over anhydrous Na2SO4 and concentrated in vacuo. The residue was purified by a silica gel column chromatography (PE/EtOAc (V/V)=5:1) to give the title... Yields the product Cc1ccc(OC(=O)c2cc(F)c(Oc3cnc(F)c(Cl)c3)cc2F)cc1. Reactants: O=C([O-])[O-], CS(C)=O, CCOC(C)=O, Oc1cnc(F)c(Cl)c1, Cc1ccc(OC(=O)c2cc(F)c(F)cc2F)cc1, [K+], [K+]. As a reaction SMILES: [C:1](=[O:2])([O-:3])[O-:4].[CH3:35][S:36]([CH3:37])=[O:38].[CH3:39][CH2:40][O:41][C:42]([CH3:43])=[O:44].[Cl:26][c:27]1[cH:28][c:29]([OH:34])[cH:30][n:31][c:32]1[F:33].[F:7][c:8]1[c:9]([C:10](=[O:11])[O:12][c:13]2[cH:14][cH:15][c:16]([CH3:19])[cH:17][cH:18]2)[cH:20][c:21]([F:25])[c:22]([F:24])[cH:23]1.[K+:5].[K+:6]>>[F:7][c:8]1[c:9]([C:10](=[O:11])[O:12][c:13]2[cH:14][cH:15][c:16]([CH3:19])[cH:17][cH:18]2)[cH:20][c:21]([F:25])[c:22]([O:34][c:29]2[cH:28][c:27]([Cl:26])[c:32]([F:33])[n:31][cH:30]2)[cH:23]1. Starting materials: ClC1=NC=C(C(=N1)OC1=CC(=C(C=C1)F)Cl)C (2-chloro-4-(3-chloro-4-fluorophenoxy)-5-methylpyrimidine), CN1CCN(CC1)CC1=CC=C(N)C=C1 (4-((4-methylpiperazin-1-yl)methyl)aniline). Run in C(Cl)Cl.CO (CH2Cl2 CH3OH). The product is ClC=1C=C(OC2=NC(=NC=C2C)NC2=CC=C(C=C2)CN2CCN(CC2)C)C=CC1F (4-(3-chloro-4-fluorophenoxy)-5-methyl-N-(4-((4-methylpiperazin-1-yl)methyl)phenyl)pyrimidin-2-amine). Isolated yield 59.0%. As a reaction SMILES: Cl[C:2]1[N:7]=[C:6]([O:8][C:9]2[CH:14]=[CH:13][C:12]([F:15])=[C:11]([Cl:16])[CH:10]=2)[C:5]([CH3:17])=[CH:4][N:3]=1.[CH3:18][N:19]1[CH2:24][CH2:23][N:22]([CH2:25][C:26]2[CH:32]=[CH:31][C:29]([NH2:30])=[CH:28][CH:27]=2)[CH2:21][CH2:20]1>C(Cl)Cl.CO>[Cl:16][C:11]1[CH:10]=[C:9]([CH:14]=[CH:13][C:12]=1[F:15])[O:8][C:6]1[C:5]([CH3:17])=[CH:4][N:3]=[C:2]([NH:30][C:29]2[CH:28]=[CH:27][C:26]([CH2:25][N:22]3[CH2:21][CH2:20][N:19]([CH3:18])[CH2:24][CH2:23]3)=[CH:32][CH:31]=2)[N:7]=1 |f:2.3|. Reported procedure: The title compound was prepared according to synthesis procedure B described above from 2-chloro-4-(3-chloro-4-fluorophenoxy)-5-methylpyrimidine and 4-((4-methylpiperazin-1-yl)methyl)aniline in 59% yield (yellow solid) after flash chromatography (CH2Cl2/CH3OH 99:1 gradually increasing to 95:5). 1H NMR (400 MHz, CDCl3): δ H 8.10 (s, 1H), 7.43 (t, 1H, J=8.4 Hz), 7.23 (d, 2H), 7.09 (d, 2H, J=8.2 Hz), 7.04 (dd, 1H, J=9.6, 2.4 Hz), 6.94 (m, 1H), 3.42 (s, 2H), 2.46 (bs, 8H) 2.27 (s, 3H), 2.18 (s, 3H);... The reactants are N1=CN=C2N=CNC2=C1 (purine), CC(=O)O (AcOH), C(=O)(C)O[Na] (AcONa), BrBr (Br2). Run in CO.C1CCOC1.C(C)(=O)[O-] (MeOH THF acetate). Product: BrC1=NC2=NC=NC=C2N1 (8-bromopurine). RXN SMILES: [N:1]1[CH:9]=[C:8]2[C:4]([N:5]=[CH:6][NH:7]2)=[N:3][CH:2]=1.CC(O)=O.C(O[Na])(C)=O.[Br:19]Br>CO.C1COCC1.C([O-])(=O)C>[Br:19][C:6]1[NH:7][C:8]2[C:4](=[N:3][CH:2]=[N:1][CH:9]=2)[N:5]=1 |f:4.5.6|. Reported procedure: A solution of purine in MeOH/THF/acetate buffer (1N in each AcOH and AcONa) was treated with Br2 (1.3-equiv. 1M in CHCl3) at room temperature (r.t.) for 16 h. Evaporation, work-up (EtOAc), drying (MgSO4) and flash chromatography afforded the desired 8-bromopurine.